This data is from the Open Reaction Database (ORD), a public repository of structured organic reaction records. The task is: describe an organic reaction: reactants, conditions, products, and yield Reactants: CN1C(CCCC1)=O (N-methylpiperidone), COC=1C(=C(C=CC1)OC)OC (trimethoxybenzene), C(C)(=O)O (acetic acid). The product is CN1CC(C=CC1)C1=C(C=C(C=C1OC)OC)OC (1-methyl-3-(2,4,6-trimethoxyphenyl)-1,2,3,6-tetrahydropyridine). As a reaction SMILES: [CH3:1][N:2]1[CH2:7][CH2:6][CH2:5][CH2:4][C:3]1=O.[CH3:9][O:10][C:11]1[C:12](OC)=[C:13]([O:17][CH3:18])[CH:14]=[CH:15][CH:16]=1.[C:21](O)(=[O:23])C>>[CH3:1][N:2]1[CH2:7][CH:6]=[CH:5][CH:4]([C:12]2[C:13]([O:17][CH3:18])=[CH:14][C:15]([O:23][CH3:21])=[CH:16][C:11]=2[O:10][CH3:9])[CH2:3]1. Procedure details: N-methylpiperidone (2.8 mol) is added with stirring to a solution of trimethoxybenzene (2.38 mol) in glacial acetic acid (750 ml), the temperature of the reaction mixture being maintained below 25° C. After the addition has ended, hydrogen chloride is bubbled through the reaction mixture, which is heated for 3 hours to 95°-100° C. and then concentrated, and the residue is diluted with water. The aqueous solution is extracted with ether, the ether is separated off and the aqueous layer is rendere... Starting materials: CC(C)C[Al+]CC(C)C, C1CCOC1, CCOC(=O)C(F)=C(C)c1cc2c(cc1OCC1CC1)C(C)(C)CC=C2C(C)C, [H-]. Product: CC(=C(F)CO)c1cc2c(cc1OCC1CC1)C(C)(C)CC=C2C(C)C. As a reaction SMILES: [CH2:31]([Al+:32][CH2:33][CH:34]([CH3:35])[CH3:36])[CH:37]([CH3:38])[CH3:39].[CH2:40]1[O:41][CH2:42][CH2:43][CH2:44]1.[F:1][C:2]([C:3](=[O:4])[O:5][CH2:6][CH3:7])=[C:8]([CH3:9])[c:10]1[c:11]([O:25][CH2:26][CH:27]2[CH2:28][CH2:29]2)[cH:12][c:13]2[c:18]([cH:19]1)[C:17]([CH:20]([CH3:21])[CH3:22])=[CH:16][CH2:15][C:14]2([CH3:23])[CH3:24].[H-:30]>>[F:1][C:2]([CH2:3][OH:4])=[C:8]([CH3:9])[c:10]1[c:11]([O:25][CH2:26][CH:27]2[CH2:28][CH2:29]2)[cH:12][c:13]2[c:18]([cH:19]1)[C:17]([CH:20]([CH3:21])[CH3:22])=[CH:16][CH2:15][C:14]2([CH3:23])[CH3:24]. Starting materials: C#CCC1CC2C3CCC(=O)C3(C)CCC2C2(C)CCC(=O)CC12O, O=S(Cl)Cl, c1ccncc1. The product is C#CCC1CC2C3CCC(=O)C3(C)CCC2C2(C)CCC(=O)C=C12. Reaction SMILES: [CH2:1]([C:2]#[CH:3])[CH:4]1[CH2:5][CH:6]2[CH:7]3[CH2:8][CH2:9][C:10](=[O:25])[C:11]3([CH3:12])[CH2:13][CH2:14][CH:15]2[C:16]2([CH3:24])[CH2:17][CH2:18][C:19](=[O:23])[CH2:20][C:21]12[OH:22].[S:26]([Cl:27])([Cl:28])=[O:29].[cH:30]1[cH:31][cH:32][n:33][cH:34][cH:35]1>>[CH2:1]([C:2]#[CH:3])[CH:4]1[CH2:5][CH:6]2[CH:7]3[CH2:8][CH2:9][C:10](=[O:25])[C:11]3([CH3:12])[CH2:13][CH2:14][CH:15]2[C:16]2([CH3:24])[CH2:17][CH2:18][C:19](=[O:23])[CH:20]=[C:21]12. Starting materials: C=CCOCC1(c2cccc(C#N)c2)C(=O)N(c2ccc(C#N)c(C(F)(F)F)c2)C(=O)N1C, CSC, ClCCl, FB(F)F. Yields the product CN1C(=O)N(c2ccc(C#N)c(C(F)(F)F)c2)C(=O)C1(CO)c1cccc(C#N)c1. As a reaction SMILES: [C:8](#[N:9])[c:10]1[cH:11][c:12]([C:16]2([CH2:36][O:37][CH2:38][CH:39]=[CH2:40])[N:17]([CH3:35])[C:18](=[O:34])[N:19]([c:22]3[cH:23][c:24]([C:30]([F:31])([F:32])[F:33])[c:25]([C:26]#[N:27])[cH:28][cH:29]3)[C:20]2=[O:21])[cH:13][cH:14][cH:15]1.[CH3:1][S:2][CH3:3].[Cl:41][CH2:42][Cl:43].[F:4][B:5]([F:6])[F:7]>>[C:8](#[N:9])[c:10]1[cH:11][c:12]([C:16]2([CH2:36][OH:37])[N:17]([CH3:35])[C:18](=[O:34])[N:19]([c:22]3[cH:23][c:24]([C:30]([F:31])([F:32])[F:33])[c:25]([C:26]#[N:27])[cH:28][cH:29]3)[C:20]2=[O:21])[cH:13][cH:14][cH:15]1. Reactants: COc1ccccc1CCl, CCO, CC[O-], Cl, NCCS, [Na+]. The product is COc1ccccc1CSCCN. Reaction SMILES: [CH3:10][O:11][c:12]1[c:13]([CH2:14][Cl:15])[cH:16][cH:17][cH:18][cH:19]1.[CH3:20][CH2:21][OH:22].[CH3:7][CH2:8][O-:9].[ClH:1].[NH2:2][CH2:3][CH2:4][SH:5].[Na+:6]>>[NH2:2][CH2:3][CH2:4][S:5][CH2:14][c:13]1[c:12]([O:11][CH3:10])[cH:19][cH:18][cH:17][cH:16]1. Reactants: C(CCC)C=1N(C=C(N1)C1=CC=C(C=C1)OC[C@H]1OC1)C1=CC=C(C=C1)OC1=CC=C(C=C1)Cl (2-butyl-1-[4-(4-chloro-phenoxy)-phenyl]-4-[4-((S)-1-oxiranylmethoxy)-phenyl]-1H-imidazole), C(CCC)C=1N(C=C(N1)C1=CC=C(C=C1)OC[C@H]1OC1)C1=CC=C(C=C1)OC1=CC=C(C=C1)Cl (2-butyl-1-[4-(4-chloro-phenoxy)-phenyl]-4-[4-((S)-1-oxiranylmethoxy)-phenyl]-1H-imidazole), teflon, C(C)N (ethylamine). Solvent: CO (MeOH). Product: C(CCC)C=1N(C=C(N1)C1=CC=C(OC[C@H](CNCC)O)C=C1)C1=CC=C(C=C1)OC1=CC=C(C=C1)Cl ((S)-1-(4-{2-butyl-1-[4-(4-chloro-phenoxy)-phenyl]-1H-imidazol-4-yl}-phenoxy)-3-ethylamino-propan-2-ol). Reaction SMILES: [CH2:1]([C:5]1[N:6]([C:21]2[CH:26]=[CH:25][C:24]([O:27][C:28]3[CH:33]=[CH:32][C:31]([Cl:34])=[CH:30][CH:29]=3)=[CH:23][CH:22]=2)[CH:7]=[C:8]([C:10]2[CH:15]=[CH:14][C:13]([O:16][CH2:17][C@@H:18]3[CH2:20][O:19]3)=[CH:12][CH:11]=2)[N:9]=1)[CH2:2][CH2:3][CH3:4].[CH2:35]([NH2:37])[CH3:36]>CO>[CH2:1]([C:5]1[N:6]([C:21]2[CH:22]=[CH:23][C:24]([O:27][C:28]3[CH:33]=[CH:32][C:31]([Cl:34])=[CH:30][CH:29]=3)=[CH:25][CH:26]=2)[CH:7]=[C:8]([C:10]2[CH:11]=[CH:12][C:13]([O:16][CH2:17][C@@H:18]([OH:19])[CH2:20][NH:37][CH2:35][CH3:36])=[CH:14][CH:15]=2)[N:9]=1)[CH2:2][CH2:3][CH3:4]. Procedure: A solution of 2-butyl-1-[4-(4-chloro-phenoxy)-phenyl]-4-[4-((S)-1-oxiranylmethoxy)-phenyl]-1H-imidazole (50 mg, 0.11 mmol, from intermediate A3) in 4 mL of ethylamine in MeOH (2M) was stirred at 60° C. overnight in a teflon-capped vial. Upon completion (determined by LC/MS), the reaction was dried in vacuo and purified by silica gel flash column chromatography using a gradient of EtOAc to 4% ammonia/MeOH (2.0M) in EtOAc as an eluent to afford (S)-1-(4-{2-butyl-1-[4-(4-chloro-phenoxy)-phenyl]-1H-... The reactants are CCOC(=S)[S-], CCOC(C)=O, Cl, [K+], O=N[O-], Nc1ccc(Cl)nc1, [Na+], O. Product: CCOC(=S)Sc1ccc(Cl)nc1. As a reaction SMILES: [C:14]([S-:15])([O:16][CH2:17][CH3:18])=[S:19].[CH3:22][CH2:23][O:24][C:25](=[O:26])[CH3:27].[ClH:21].[K+:20].[N:10]([O-:11])=[O:12].[NH2:1][c:2]1[cH:3][cH:4][c:5]([Cl:8])[n:6][cH:7]1.[Na+:13].[OH2:9]>>[c:2]1([S:19][C:14](=[S:15])[O:16][CH2:17][CH3:18])[cH:3][cH:4][c:5]([Cl:8])[n:6][cH:7]1. Starting materials: C(=O)(O)[O-].[Na+] (NaHCO3), C(C)(=O)OCC (ethyl acetate), COC(CCO)(C)C (3-methoxy-3-methylbutane-1-ol), TEA, FC(C1=C(C=CC=C1)S(=O)(=O)Cl)(F)F (o-(trifluoromethyl)benzenesulfonyl chloride). Run in C(Cl)Cl (CH2Cl2), hexanes, C(Cl)Cl (CH2Cl2). Reaction conditions: time 4 hour. Yields the product FC(C1=C(C=CC=C1)S(=O)(=O)OCCC(C)(C)OC)(F)F (3-Methoxy-3-methylbutyl 2-(trifluoromethyl)benzenesulfonate). Isolated yield 80.4%. Reaction SMILES: [CH3:1][O:2][C:3]([CH3:8])([CH3:7])[CH2:4][CH2:5][OH:6].[F:9][C:10]([F:22])([F:21])[C:11]1[CH:16]=[CH:15][CH:14]=[CH:13][C:12]=1[S:17](Cl)(=[O:19])=[O:18].C([O-])(O)=O.[Na+].C(OCC)(=O)C>C(Cl)Cl>[F:22][C:10]([F:9])([F:21])[C:11]1[CH:16]=[CH:15][CH:14]=[CH:13][C:12]=1[S:17]([O:6][CH2:5][CH2:4][C:3]([O:2][CH3:1])([CH3:8])[CH3:7])(=[O:18])=[O:19] |f:2.3|. Procedure: To a solution of 3-methoxy-3-methylbutane-1-ol (2.8 g, 24 mmol) and TEA (1.6 g, 16 mmol) in CH2Cl2 (15 mL) was added o-(trifluoromethyl)benzenesulfonyl chloride (1.9 g, 8 mmol) dissolved in CH2Cl2 (20 mL). The solution was stirred at rt for 4 h. Saturated aqueous NaHCO3 (15 mL) was added to the solution and mixture was stirred at rt for 30 min. The organics were extracted with CH2Cl2 (75 mL) and washed with 1 M HCl (2×25 mL), saturated aqueous NaHCO3 (1×25 mL) and saturated aqueous NaCl (1×25 mL... The reactants are C(COCCOC)N(CCOCCOC)CCOCCOC (tris(3,6-dioxaheptyl)amine), C(C)(C)(C)OC(=O)N(C)CC1=C(C=CC(=C1)NC(=O)OC(C)(C)C)CC(=O)OCC (Ethyl 2-(2-(((tert-butoxycarbonyl)(methyl)amino)methyl)-4-((tert-butoxycarbonyl)amino)phenyl)acetate), C=O (paraformaldehyde), C([O-])([O-])=O.[K+].[K+] (potassium carbonate). Solvent: CCOC(=O)C (EtOAc), O (water), C1(=CC=CC=C1)C (toluene). Conditions: temperature 85 celsius, time 10 hour. The product is C(C)(C)(C)OC(=O)N(C)CC1=C(C=CC(=C1)NC(=O)OC(C)(C)C)C(C(=O)OCC)=C (Ethyl 2-(2-(((tert-butoxycarbonyl)(methyl)amino)methyl)-4-((tert-butoxycarbonyl)amino)phenyl)acrylate). Isolated yield 31.7%. RXN SMILES: [C:1]([O:5][C:6]([N:8]([CH2:10][C:11]1[CH:16]=[C:15]([NH:17][C:18]([O:20][C:21]([CH3:24])([CH3:23])[CH3:22])=[O:19])[CH:14]=[CH:13][C:12]=1[CH2:25][C:26]([O:28][CH2:29][CH3:30])=[O:27])[CH3:9])=[O:7])([CH3:4])([CH3:3])[CH3:2].[C:31](=O)([O-])[O-].[K+].[K+].C=O.C(N(CCOCCOC)CCOCCOC)COCCOC>C1(C)C=CC=CC=1.CCOC(C)=O.O>[C:1]([O:5][C:6]([N:8]([CH2:10][C:11]1[CH:16]=[C:15]([NH:17][C:18]([O:20][C:21]([CH3:22])([CH3:23])[CH3:24])=[O:19])[CH:14]=[CH:13][C:12]=1[C:25](=[CH2:31])[C:26]([O:28][CH2:29][CH3:30])=[O:27])[CH3:9])=[O:7])([CH3:4])([CH3:2])[CH3:3] |f:1.2.3|. Reported procedure: 15D (0.573 g, 1.356 mmol) was dissolved in toluene (5 mL), and to the resulting solution were sequentially added potassium carbonate (0.375 g, 2.71 mmol), paraformaldehyde (0.407 g, 13.56 mmol) and tris(3,6-dioxaheptyl)amine (tda-1) (0.043 mL, 0.136 mmol). The reaction mixture was stirred at 85° C. for 10 h. The reaction mixture was diluted with EtOAc (20 mL) and water (10 mL) and stirred for 15 min. The organic phase was separated, washed with water (3×10 mL), brine (1×10 mL) and dried (Na2SO4)...